Dataset: the Open Reaction Database (ORD), a public repository of structured organic reaction records. Task: describe an organic reaction: reactants, conditions, products, and yield Starting materials: I(=O)(=O)(=O)[O-].[Na+] (sodium periodate), C1(=CC=C(C=C1)S(=O)(=O)OCCOC1CC(N(C1)C(=O)OC(C)(C)C)C(=O)OC)C (1-tert-butyl 2-methyl 4-[2-(toluene-4-sulfonyloxy)ethoxy]pyrrolidine-1,2-dicarboxylate). The reagents and catalysts are O.[Ru](Cl)(Cl)Cl (ruthenium(III) chloride hydrate). The solvent is O (water), ClCCl (dichloromethane). Run at time 3 day. Product: O=C1C(CC(N1C(=O)OC(C)(C)C)C(=O)OC)OCCOS(=O)(=O)C1=CC=C(C=C1)C (1-tert-butyl 2-methyl 5-oxo-4-[2-(toluene-4-sulfonyloxy)ethoxy]-pyrrolidine-1,2-dicarboxylate). Isolated yield 24.0%. RXN SMILES: I([O-])(=O)(=O)=[O:2].[Na+].[C:7]1([CH3:36])[CH:12]=[CH:11][C:10]([S:13]([O:16][CH2:17][CH2:18][O:19][CH:20]2[CH2:24][N:23]([C:25]([O:27][C:28]([CH3:31])([CH3:30])[CH3:29])=[O:26])[CH:22]([C:32]([O:34][CH3:35])=[O:33])[CH2:21]2)(=[O:15])=[O:14])=[CH:9][CH:8]=1>O.ClCCl.O.[Ru](Cl)(Cl)Cl>[O:2]=[C:24]1[N:23]([C:25]([O:27][C:28]([CH3:30])([CH3:31])[CH3:29])=[O:26])[CH:22]([C:32]([O:34][CH3:35])=[O:33])[CH2:21][CH:20]1[O:19][CH2:18][CH2:17][O:16][S:13]([C:10]1[CH:11]=[CH:12][C:7]([CH3:36])=[CH:8][CH:9]=1)(=[O:14])=[O:15] |f:0.1,5.6|. Reported procedure: A solution of 1.07 g (5.0 mmol) of sodium periodate and 0.338 g (0.15 mmol) of ruthenium(III) chloride hydrate in 12.5 ml of water was added to 0.44 g (1 mmol) of 1-tert-butyl 2-methyl 4-[2-(toluene-4-sulfonyloxy)ethoxy]pyrrolidine-1,2-dicarboxylate in 20 ml of dichloromethane. The mixture was left at room temperature for three days with vigorous stirring. Subsequently, the phases were separated, the aqueous phase was extracted twice with ethyl acetate (20 ml) and the combined organic phases wer... Starting materials: Cc1ccc(Oc2cc(Sc3ccccn3)cnc2Nc2nc(C3COC4(CCCCC4)O3)ns2)c(C)n1, CCO, Cl. Product: Cc1ccc(Oc2cc(Sc3ccccn3)cnc2Nc2nc(C(O)CO)ns2)c(C)n1, Cl. Reaction SMILES: [CH3:1][c:2]1[n:3][c:4]([CH3:38])[cH:5][cH:6][c:7]1[O:8][c:9]1[c:10]([NH:22][c:23]2[n:24][c:25]([CH:28]3[O:29][C:30]4([O:31][CH2:32]3)[CH2:33][CH2:34][CH2:35][CH2:36][CH2:37]4)[n:26][s:27]2)[n:11][cH:12][c:13]([S:15][c:16]2[n:17][cH:18][cH:19][cH:20][cH:21]2)[cH:14]1.[CH3:40][CH2:41][OH:42].[ClH:39]>>[CH3:1][c:2]1[n:3][c:4]([CH3:38])[cH:5][cH:6][c:7]1[O:8][c:9]1[c:10]([NH:22][c:23]2[n:24][c:25]([CH:28]([OH:29])[CH2:32][OH:31])[n:26][s:27]2)[n:11][cH:12][c:13]([S:15][c:16]2[n:17][cH:18][cH:19][cH:20][cH:21]2)[cH:14]1.[ClH:39]. Starting materials: CCOc1cc(CO)n(Cc2ccccc2)n1, ClCCl, O=[Cr](=O)([O-])Cl, c1cc[nH+]cc1. Product: CCOc1cc(C=O)n(Cc2ccccc2)n1. As a reaction SMILES: [CH2:1]([c:2]1[cH:3][cH:4][cH:5][cH:6][cH:7]1)[n:8]1[n:9][c:10]([O:15][CH2:16][CH3:17])[cH:11][c:12]1[CH2:13][OH:14].[Cl:29][CH2:30][Cl:31].[O:18]=[Cr:19]([Cl:20])([O-:21])=[O:22].[nH+:23]1[cH:24][cH:25][cH:26][cH:27][cH:28]1>>[CH2:1]([c:2]1[cH:3][cH:4][cH:5][cH:6][cH:7]1)[n:8]1[n:9][c:10]([O:15][CH2:16][CH3:17])[cH:11][c:12]1[CH:13]=[O:14]. Starting materials: C1(=CC=CC=C1)P(=O)(C1=CC=CC=C1)CC1=C(C2=CC=CC=C2C=C1)C1=C(C=CC2=CC=CC=C12)CP(=O)(C1=CC=CC=C1)C1=CC=CC=C1 (2,2'-bis(diphenylphosphinylmethyl)-1,1'-binaphthyl), C(CCC)N(CCCC)CCCC (tri-n-butylamine), C(C)[SiH](Cl)Cl (ethyldichlorosilane). The product is C1(=CC=CC=C1)P(C1=CC=CC=C1)CC1=C(C2=CC=CC=C2C=C1)C1=C(C=CC2=CC=CC=C12)CP(C1=CC=CC=C1)C1=CC=CC=C1 (2,2'-bis(diphenylphosphinomethyl)-1,1'-binaphthyl). Procedure details: 20.48 g (0.03 mol) of 2,2'-bis(diphenylphosphinylmethyl)-1,1'-binaphthyl are suspended in 80 ml of xylene and 39.3 ml (0.165 mol) of tri-n-butylamine in the absence of air and moisture, and 19.4 g (0.15 mol) of ethyldichlorosilane are added dropwise with stirring. The mixture is then refluxed for 13 hours to give a clear solution. Xylene is distilled off at atmospheric pressure, and the mixture is allowed to cool with stirring. This results in the formation of 2,2'-bis(diphenylphosphinomethyl)-1... Run in C=1(C(=CC=CC1)C)C (xylene). Reaction SMILES: [C:1]1([P:7]([CH2:15][C:16]2[CH:25]=[CH:24][C:23]3[C:18](=[CH:19][CH:20]=[CH:21][CH:22]=3)[C:17]=2[C:26]2[C:35]3[C:30](=[CH:31][CH:32]=[CH:33][CH:34]=3)[CH:29]=[CH:28][C:27]=2[CH2:36][P:37]([C:45]2[CH:50]=[CH:49][CH:48]=[CH:47][CH:46]=2)([C:39]2[CH:44]=[CH:43][CH:42]=[CH:41][CH:40]=2)=O)([C:9]2[CH:14]=[CH:13][CH:12]=[CH:11][CH:10]=2)=O)[CH:6]=[CH:5][CH:4]=[CH:3][CH:2]=1.C(N(CCCC)CCCC)CCC.C([SiH](Cl)Cl)C>C1(C)C(C)=CC=CC=1>[C:45]1([P:37]([CH2:36][C:27]2[CH:28]=[CH:29][C:30]3[C:35](=[CH:34][CH:33]=[CH:32][CH:31]=3)[C:26]=2[C:17]2[C:18]3[C:23](=[CH:22][CH:21]=[CH:20][CH:19]=3)[CH:24]=[CH:25][C:16]=2[CH2:15][P:7]([C:1]2[CH:2]=[CH:3][CH:4]=[CH:5][CH:6]=2)[C:9]2[CH:10]=[CH:11][CH:12]=[CH:13][CH:14]=2)[C:39]2[CH:40]=[CH:41][CH:42]=[CH:43][CH:44]=2)[CH:46]=[CH:47][CH:48]=[CH:49][CH:50]=1. The reactants are OC1=C2C(C=COC2=CC=C1)=O (5-hydroxy-chromen-4-one), HCl(c). Reagents/catalysts: [Pd] (Pd/C). The solvent is CCO.C1CCOC1 (EtOH THF). Conditions: time 20 hour. Product: O1CCCC=2C(=CC=CC12)O (Chroman-5-ol). Isolated yield 90.8%. As a reaction SMILES: [OH:1][C:2]1[CH:11]=[CH:10][CH:9]=[C:8]2[C:3]=1[C:4](=O)[CH:5]=[CH:6][O:7]2>[Pd].CCO.C1COCC1>[O:7]1[C:8]2[CH:9]=[CH:10][CH:11]=[C:2]([OH:1])[C:3]=2[CH2:4][CH2:5][CH2:6]1 |f:2.3|. Procedure: To a solution of 5-hydroxy-chromen-4-one (J. Het. Chem, 13, 1976, 211) (2.5 g, 15.4 mmol) and 1 mL HCl(c) in 75 mL de-gassed EtOH/THF (3:1) was added 0.5 g 10% Pd/C. The reaction mixture was stirred at room temperature for 20 h under an atmosphere of 1 atm H2(g). The Pd/C was then filtered off, the filtrate collected and concentrated in vacuo to give 2.1 g (91%) of the title compound pure enough for subsequent use. 400 MHz 1H NMR (DMSO-d6) δ 9.27 (s, 1H), 6.76 (t, 1H, J=8.1 Hz), 6.26 (d, 1H, J=8... The reactants are FC=1C=C(C=C(C1)F)C1(CNCC1)O (3-(3,5-difluorophenyl)pyrrolidin-3-ol), C(C(=O)O)(=O)O (oxalic acid), C=O (formaldehyde), amine. Run in C(=O)O (formic acid). Product: FC=1C=C(C=C(C1)F)C1(CN(CC1)C)O (3-(3,5-DIFLUOROPHENYL)-1-METHYLPYRROLIDIN-3-OL). RXN SMILES: [F:1][C:2]1[CH:3]=[C:4]([C:9]2([OH:14])[CH2:13][CH2:12][NH:11][CH2:10]2)[CH:5]=[C:6]([F:8])[CH:7]=1.C=O.[C:17](O)(=O)C(O)=O>C(O)=O>[F:1][C:2]1[CH:3]=[C:4]([C:9]2([OH:14])[CH2:13][CH2:12][N:11]([CH3:17])[CH2:10]2)[CH:5]=[C:6]([F:8])[CH:7]=1. Procedure details: Preparation according to Example 11: 3-(3,5-difluorophenyl)pyrrolidin-3-ol (0.125 g, 0.628 mmol), formic acid (1.82 mL), aqueous formaldehyde (40%, 1.63 mL). 65° C.; over night. The amine was converted to the oxalic acid salt and recrystallized from methanol/diethyl ether (0.126 g). M.p. 159-162° C.; MS m/z (relative intensity, 70 eV) 213 (M+, 27), 141 (13), 113 (15), 58 (32), 57 (bp).